This data is from the Open Reaction Database (ORD), a public repository of structured organic reaction records. The task is: describe an organic reaction: reactants, conditions, products, and yield Run in O (water), O (water), CN(C=O)C (dimethyl formamide). As a reaction SMILES: [NH:1]([C:16]([O:18][CH2:19][C:20]1[CH:25]=[CH:24][CH:23]=[CH:22][CH:21]=1)=[O:17])[C@H:2]([C:13](O)=[O:14])[CH2:3][C:4]1[C:12]2[C:7](=[CH:8][CH:9]=[CH:10][CH:11]=2)[NH:6][CH:5]=1.[NH2:26][CH2:27][C:28]([O:30][CH3:31])=[O:29].C(=O)(O)[O-].[Na+].CP(OP(CC)(C)=O)(CC)=O>CN(C)C=O.O>[NH:1]([C:16]([O:18][CH2:19][C:20]1[CH:25]=[CH:24][CH:23]=[CH:22][CH:21]=1)=[O:17])[C@H:2]([C:13]([NH:26][CH2:27][C:28]([O:30][CH3:31])=[O:29])=[O:14])[CH2:3][C:4]1[C:12]2[C:7](=[CH:8][CH:9]=[CH:10][CH:11]=2)[NH:6][CH:5]=1 |f:2.3|. The product is N([C@@H](CC1=CNC2=CC=CC=C12)C(=O)NCC(=O)OC)C(=O)OCC1=CC=CC=C1 (Z-Trp-Gly-OCH3). Run at time 8 hour. Reported procedure: To the suspension of 3.35 g (0.01 mol) of Z-Trp-OH and 1.25 g (0.01 mol) of H-Gly-OCH3 in 15 ml of dimethyl formamide there were added portionwise altogether 7 ml of water and subsequently 5.1 g of a finely powdered sodium bicarbonate. The suspension was largely clarified by adding dropwise 4 ml of methylethyl phosphinic acid anhydride. A sample of the reaction solution diluted with water showed a neutral reaction. Upon heating to room temperature the solution was stirred overnight and the solve... Starting materials: C([O-])(O)=O.[Na+] (sodium bicarbonate), CP(=O)(CC)OP(=O)(C)CC (methylethyl phosphinic acid anhydride), N([C@@H](CC1=CNC2=CC=CC=C12)C(=O)O)C(=O)OCC1=CC=CC=C1 (Z-Trp-OH), NCC(=O)OC (H-Gly-OCH3), C([O-])(O)=O.[Na+] (sodium bicarbonate). Starting materials: CC(=O)NC1(c2ccccc2)CCN(CCC(c2ccc(Cl)c(Cl)c2)C(OC(C)=O)c2cnnn2-c2ccccc2)CC1, O. Product: CC(=O)NC1(c2ccccc2)CCN(CCC(c2ccc(Cl)c(Cl)c2)C(O)c2cnnn2-c2ccccc2)CC1. RXN SMILES: [C:1]([CH3:2])(=[O:3])[NH:4][C:5]1([c:38]2[cH:39][cH:40][cH:41][cH:42][cH:43]2)[CH2:6][CH2:7][N:8]([CH2:11][CH2:12][CH:13]([CH:14]([O:15][C:16](=[O:17])[CH3:18])[c:19]2[cH:20][n:21][n:22][n:23]2-[c:24]2[cH:25][cH:26][cH:27][cH:28][cH:29]2)[c:30]2[cH:31][c:32]([Cl:37])[c:33]([Cl:36])[cH:34][cH:35]2)[CH2:9][CH2:10]1.[OH2:44]>>[C:1]([CH3:2])(=[O:3])[NH:4][C:5]1([c:38]2[cH:39][cH:40][cH:41][cH:42][cH:43]2)[CH2:6][CH2:7][N:8]([CH2:11][CH2:12][CH:13]([CH:14]([OH:15])[c:19]2[cH:20][n:21][n:22][n:23]2-[c:24]2[cH:25][cH:26][cH:27][cH:28][cH:29]2)[c:30]2[cH:31][c:32]([Cl:37])[c:33]([Cl:36])[cH:34][cH:35]2)[CH2:9][CH2:10]1.